Dataset: the Open Reaction Database (ORD), a public repository of structured organic reaction records. Task: describe an organic reaction: reactants, conditions, products, and yield Reaction SMILES: [CH3:23][NH:24][CH2:25][CH2:26][c:27]1[cH:28][c:29]([O:30][CH3:31])[c:32]([O:33][CH3:34])[cH:35][cH:36]1.[CH3:37][S:38](=[O:39])[CH3:40].[Cl:1][CH2:2][CH2:3][CH2:4][C:5]1([c:13]2[cH:14][c:15]([O:21][CH3:22])[c:16]([O:19][CH3:20])[cH:17][cH:18]2)[S:6](=[O:12])[CH2:7][CH2:8][CH2:9][S:10]1=[O:11].[OH2:41]>>[CH2:2]([CH2:3][CH2:4][C:5]1([c:13]2[cH:14][c:15]([O:21][CH3:22])[c:16]([O:19][CH3:20])[cH:17][cH:18]2)[S:6](=[O:12])[CH2:7][CH2:8][CH2:9][S:10]1=[O:11])[N:24]([CH3:23])[CH2:25][CH2:26][c:27]1[cH:28][c:29]([O:30][CH3:31])[c:32]([O:33][CH3:34])[cH:35][cH:36]1.[ClH:1]. Starting materials: CNCCc1ccc(OC)c(OC)c1, CS(C)=O, COc1ccc(C2(CCCCl)S(=O)CCCS2=O)cc1OC, O. Product: COc1ccc(CCN(C)CCCC2(c3ccc(OC)c(OC)c3)S(=O)CCCS2=O)cc1OC, Cl. Reactants: C1COCCOCCN2CCOCCOCCN1CCOCCOCC2 (Kryptofix 222), [F-].[K+] (potassium fluoride), C([O-])([O-])=O.[K+].[K+] (potassium carbonate), CC1(OCC(CO1)(COS(=O)(=O)C1=CC=C(C=C1)C)CCN1C(=NC=C1)[N+](=O)[O-])C (2,2-dimethyl-5-[2-(2-nitro-1H-imidazol-1-yl)ethyl]-5-(p-toluenesulfonyloxymethyl)-1,3-dioxane). Run in C(C)#N (acetonitrile), O (water). Yields the product CC1(OCC(CO1)(CCN1C(=NC=C1)[N+](=O)[O-])CF)C (2,2-dimethyl-5-fluoromethyl-5-[2-(2-nitro-1H-imidazol-1-yl)ethyl]-1,3-dioxane). As a reaction SMILES: [CH3:1][C:2]1([CH3:30])[O:7][CH2:6][C:5]([CH2:20][CH2:21][N:22]2[CH:26]=[CH:25][N:24]=[C:23]2[N+:27]([O-:29])=[O:28])([CH2:8]OS(C2C=CC(C)=CC=2)(=O)=O)[CH2:4][O:3]1.C1N2CCOCCOCCN(CCOCCOCC2)CCOCCOC1.[F-:57].[K+].C(=O)([O-])[O-].[K+].[K+]>C(#N)C.O>[CH3:1][C:2]1([CH3:30])[O:7][CH2:6][C:5]([CH2:8][F:57])([CH2:20][CH2:21][N:22]2[CH:26]=[CH:25][N:24]=[C:23]2[N+:27]([O-:29])=[O:28])[CH2:4][O:3]1 |f:2.3,4.5.6|. Procedure details: 5 mg (11.4 μmol equivalents) of 2,2-dimethyl-5-[2-(2-nitro-1H-imidazol-1-yl)ethyl]-5-(p-toluenesulfonyloxymethyl)-1,3-dioxane was dissolved in 1 mL of acetonitrile, 14 mg (34.5 μmol equivalents) of Kryptofix 222 (trade name, Merck), 0.82 g (14.1 μmol equivalents) of potassium fluoride, and 0.4 mg (2.9 μmol equivalents) of potassium carbonate were added thereto, and the mixture was refluxed while heating for 5 hours. After completion of the reaction, water was added and the mixture was extracted ... Reactants: ClC1=C2C(=NC=C1)C=C(S2)[Sn](CCCC)(CCCC)CCCC (7-Chloro-2-(tributylstannyl)thieno[3,2-b]pyridine), BrC1=CN=CN1C (5-bromo-1-methyl-1H-imidazole). Reagents/catalysts: C=1C=CC(=CC1)[P](C=2C=CC=CC2)(C=3C=CC=CC3)[Pd]([P](C=4C=CC=CC4)(C=5C=CC=CC5)C=6C=CC=CC6)([P](C=7C=CC=CC7)(C=8C=CC=CC8)C=9C=CC=CC9)[P](C=1C=CC=CC1)(C=1C=CC=CC1)C=1C=CC=CC1 (Pd(PPh3)4). The solvent is C1(=CC=CC=C1)C (toluene). Product: ClC1=C2C(=NC=C1)C=C(S2)C2=CN=CN2C (7-Chloro-2-(1-methyl-1H-imidazol-5-yl)thieno[3,2-b]pyridine). Yield: 79.4%. RXN SMILES: [Cl:1][C:2]1[CH:7]=[CH:6][N:5]=[C:4]2[CH:8]=[C:9]([Sn](CCCC)(CCCC)CCCC)[S:10][C:3]=12.Br[C:25]1[N:29]([CH3:30])[CH:28]=[N:27][CH:26]=1>C1(C)C=CC=CC=1.C1C=CC([P]([Pd]([P](C2C=CC=CC=2)(C2C=CC=CC=2)C2C=CC=CC=2)([P](C2C=CC=CC=2)(C2C=CC=CC=2)C2C=CC=CC=2)[P](C2C=CC=CC=2)(C2C=CC=CC=2)C2C=CC=CC=2)(C2C=CC=CC=2)C2C=CC=CC=2)=CC=1>[Cl:1][C:2]1[CH:7]=[CH:6][N:5]=[C:4]2[CH:8]=[C:9]([C:25]3[N:29]([CH3:30])[CH:28]=[N:27][CH:26]=3)[S:10][C:3]=12 |^1:41,43,62,81|. Reported procedure: Nitrogen was bubbled through a mixture of the tin derivative 6 (7.19 g, 15.7 mmol) and 5-bromo-1-methyl-1H-imidazole (2.02 g, 12.5 mmol) [a) Begtrup, M.; Larsen, P.; Acta Chem. Scand. 44, 10; 1990; 1050-1057. b) Begtrup, M.; Bull. Soc. Chim. Belz.; 97; 8-9; 1988; 573-598. c) Begtrup, M.; Larsen, P.; Chem. Pharm. Bull. 42, 9; 1994; 1784-1790.] in toluene (20 mL) for 5 minutes. Pd(PPh3)4 (1.50 g, 1.30 mmol) was added and nitrogen was bubbled for additional 5 minutes. Finally, the mixture was reflu...